Dataset: the Open Reaction Database (ORD), a public repository of structured organic reaction records. Task: describe an organic reaction: reactants, conditions, products, and yield The reactants are BrC1=CC(=C(C=C1OC(C)C)N1C(=NC(=CC1=O)C(F)(F)F)Cl)F (1-(4-bromo-2-fluoro-5-isopropoxyphenyl)-2-chloro-4-trifluoromethyl-6(1H)-pyrimidinone), CC[O-].[Na+] (sodium ethylate). Run in C(C)O (ethanol). Yields the product C(C)OC=1N(C(C=C(N1)C(F)(F)F)=O)C1=C(C=C(C(=C1)OC(C)C)Br)F (2-ethoxy-1-(4-bromo-2-fluoro-5 -isopropoxyphenyl)-4-trifluoromethyl-6(1H)-pyrimidinone). RXN SMILES: [Br:1][C:2]1[C:7]([O:8][CH:9]([CH3:11])[CH3:10])=[CH:6][C:5]([N:12]2[C:17](=[O:18])[CH:16]=[C:15]([C:19]([F:22])([F:21])[F:20])[N:14]=[C:13]2Cl)=[C:4]([F:24])[CH:3]=1.[CH3:25][CH2:26][O-:27].[Na+]>C(O)C>[CH2:26]([O:27][C:13]1[N:12]([C:5]2[CH:6]=[C:7]([O:8][CH:9]([CH3:11])[CH3:10])[C:2]([Br:1])=[CH:3][C:4]=2[F:24])[C:17](=[O:18])[CH:16]=[C:15]([C:19]([F:22])([F:21])[F:20])[N:14]=1)[CH3:25] |f:1.2|. Procedure: using 1-(4-bromo-2-fluoro-5-isopropoxyphenyl)-2-chloro-4-trifluoromethyl-6(1H)-pyrimidinone and sodium ethylate in ethanol there is obtained 2-ethoxy-1-(4-bromo-2-fluoro-5 -isopropoxyphenyl)-4-trifluoromethyl-6(1H)-pyrimidinone, m.p. 106°-108° C.; RXN SMILES: [ClH:16].[O:17]1[CH2:18][CH2:19][O:20][CH2:21][CH2:22]1.[O:1]=[C:2]1[CH2:3][N:4]([C:9]([O:10][C:11]([CH3:12])([CH3:13])[CH3:14])=[O:15])[CH2:5][CH2:6][CH2:7][NH:8]1>>[ClH:16].[O:1]=[C:2]1[CH2:3][NH:4][CH2:5][CH2:6][CH2:7][NH:8]1. Reactants: Cl, C1COCCO1, CC(C)(C)OC(=O)N1CCCNC(=O)C1. Product: Cl, O=C1CNCCCN1. Reactants: O=[N+]([O-])c1ccccc1SC1CCCCC1, [Cl-], [Fe], [NH4+], O. The product is Nc1ccccc1SC1CCCCC1. Reaction SMILES: [CH:1]1([S:7][c:8]2[c:9]([N+:14]([O-:15])=[O:16])[cH:10][cH:11][cH:12][cH:13]2)[CH2:2][CH2:3][CH2:4][CH2:5][CH2:6]1.[Cl-:17].[Fe:19].[NH4+:18].[OH2:20]>>[CH:1]1([S:7][c:8]2[c:9]([NH2:14])[cH:10][cH:11][cH:12][cH:13]2)[CH2:2][CH2:3][CH2:4][CH2:5][CH2:6]1. The product is N[C@@H](C(=O)NC1=CC=C(C=C1)\C=C\C(CC(\C=C\C1=CC=C(C=C1)O)=O)=O)CC1=CC=CC=C1 ((1E,6E)-1-[4-((R)-2-amino-3-phenylpropionylamino)phenyl]-7-(4-hydroxyphenyl)hepta-1,6-diene-3,5-dione), solid. Procedure details: The title compound was synthesized using the same procedure employed for Example 281, but with (1E,6E)-1-(4-hydroxyphenyl)-7-[4-((R)-2-tert-butoxycarbonylamino-3-phenylpropionylamino)phenyl]hepta-1,6-diene-3,5-dione (30 mg, 54 μmol, synthesized in Example 279) as the starting material instead of (1E,6E)-1-[4-(tert-butoxycarbonylamino)phenyl]-7-(4-hydroxyphenyl)hepta-1,6-diene-3,5-dione, and was purified by silica gel chromatography (chloroform/methanol=97/3 to 85/15). The product was obtained as... Yield: 37.0%. RXN SMILES: [OH:1][C:2]1[CH:7]=[CH:6][C:5](/[CH:8]=[CH:9]/[C:10](=[O:41])[CH2:11][C:12](=[O:40])/[CH:13]=[CH:14]/[C:15]2[CH:20]=[CH:19][C:18]([NH:21][C:22](=[O:39])[C@H:23]([NH:31]C(OC(C)(C)C)=O)[CH2:24][C:25]3[CH:30]=[CH:29][CH:28]=[CH:27][CH:26]=3)=[CH:17][CH:16]=2)=[CH:4][CH:3]=1.C(OC(NC1C=CC(/C=C/C(=O)CC(=O)/C=C/C2C=CC(O)=CC=2)=CC=1)=O)(C)(C)C>C(Cl)(Cl)Cl.CO>[NH2:31][C@H:23]([CH2:24][C:25]1[CH:26]=[CH:27][CH:28]=[CH:29][CH:30]=1)[C:22]([NH:21][C:18]1[CH:19]=[CH:20][C:15](/[CH:14]=[CH:13]/[C:12](=[O:40])[CH2:11][C:10](=[O:41])/[CH:9]=[CH:8]/[C:5]2[CH:4]=[CH:3][C:2]([OH:1])=[CH:7][CH:6]=2)=[CH:16][CH:17]=1)=[O:39] |f:2.3|. Solvent: C(Cl)(Cl)Cl.CO (chloroform methanol). Starting materials: OC1=CC=C(C=C1)\C=C\C(CC(\C=C\C1=CC=C(C=C1)NC([C@@H](CC1=CC=CC=C1)NC(=O)OC(C)(C)C)=O)=O)=O ((1E,6E)-1-(4-hydroxyphenyl)-7-[4-((R)-2-tert-butoxycarbonylamino-3-phenylpropionylamino)phenyl]hepta-1,6-diene-3,5-dione), C(C)(C)(C)OC(=O)NC1=CC=C(C=C1)\C=C\C(CC(\C=C\C1=CC=C(C=C1)O)=O)=O ((1E,6E)-1-[4-(tert-butoxycarbonylamino)phenyl]-7-(4-hydroxyphenyl)hepta-1,6-diene-3,5-dione).